Dataset: the Open Reaction Database (ORD), a public repository of structured organic reaction records. Task: describe an organic reaction: reactants, conditions, products, and yield Starting materials: O.P(=O)(O)(O)[O-].[Na+] (sodium dihydrogen phosphate monohydrate), OO (hydrogen peroxide), Cl(=O)[O-].[Na+] (sodium chlorite), ClC1=C(C(=O)OC)C=CC(=C1C=O)Cl (methyl 2,4-dichloro-3-formylbenzoate), Cl (hydrochloric acid), S(=O)(O)[O-].[Na+] (sodium hydrogen sulfite). Run in O (water), C(C)#N (acetonitrile). Run at temperature 5 celsius, time 12 hour. Product: ClC1=C(C(=O)OC)C=CC(=C1C(=O)O)Cl (methyl 2,4-dichloro-3-hydroxycarbonylbenzoate). As a reaction SMILES: O.P([O-])(O)(O)=O.[Na+].OO.Cl([O-])=O.[Na+].[Cl:14][C:15]1[C:24]([CH:25]=[O:26])=[C:23]([Cl:27])[CH:22]=[CH:21][C:16]=1[C:17]([O:19][CH3:20])=[O:18].Cl.S([O-])(O)=[O:30].[Na+]>O.C(#N)C>[Cl:14][C:15]1[C:24]([C:25]([OH:30])=[O:26])=[C:23]([Cl:27])[CH:22]=[CH:21][C:16]=1[C:17]([O:19][CH3:20])=[O:18] |f:0.1.2,4.5,8.9|. Reported procedure: 5.9 g (0.043 mol) of sodium dihydrogen phosphate monohydrate in 70 ml of water, 20.5 g (0.181 mol) of 30% strength hydrogen peroxide solution and 27.3 g (0.241 mol) of 80% strength sodium chlorite solution were added in succession to a solution of 40.0 g (0.172 mol) of methyl 2,4-dichloro-3-formylbenzoate and 500 ml of acetonitrile. The reaction solution was stirred for 1 hour at 5° C. and for 12 hours at room temperature. It was subsequently brought to pH 1 with 10% strength hydrochloric acid, ... The reactants are O=C([O-])[O-], CN(C)C=O, COc1c(F)cnc(CCl)c1C, Cl, O=C(O)C(F)(F)F, [K+], [K+], CNC(=O)Cc1cc2n[nH]nc3c-2c1CSN=C3N. The product is CNC(=O)Cc1cc2nn(Cc3ncc(F)c(OC)c3C)nc3c-2c1CSN=C3N. Reaction SMILES: [C:1](=[O:2])([O-:3])[O-:4].[CH3:46][N:47]([CH3:48])[CH:49]=[O:50].[Cl:8][CH2:9][c:10]1[n:11][cH:12][c:13]([F:19])[c:14]([O:17][CH3:18])[c:15]1[CH3:16].[ClH:7].[F:20][C:21]([F:22])([F:23])[C:24]([OH:25])=[O:26].[K+:5].[K+:6].[NH2:27][C:28]1=[N:37][S:36][CH2:35][c:34]2[c:30]3[c:29]1[n:45][nH:44][n:43][c:31]-3[cH:32][c:33]2[CH2:38][C:39](=[O:40])[NH:41][CH3:42]>>[CH2:9]([c:10]1[n:11][cH:12][c:13]([F:19])[c:14]([O:17][CH3:18])[c:15]1[CH3:16])[n:44]1[n:43][c:31]2[cH:32][c:33]([CH2:38][C:39](=[O:40])[NH:41][CH3:42])[c:34]3[c:30]-2[c:29]([n:45]1)[C:28]([NH2:27])=[N:37][S:36][CH2:35]3. The reactants are [Br-], CCCCc1nc(=O)c2cc(C=O)ccc2[nH]1, C=C[Mg+], C1CCOC1. The product is C=CC(O)c1ccc2[nH]c(CCCC)nc(=O)c2c1. RXN SMILES: [Br-:18].[CH2:1]([CH2:2][CH2:3][CH3:4])[c:5]1[nH:6][c:7]2[cH:8][cH:9][c:10]([CH:16]=[O:17])[cH:11][c:12]2[c:13](=[O:15])[n:14]1.[CH:19](=[CH2:20])[Mg+:21].[O:22]1[CH2:23][CH2:24][CH2:25][CH2:26]1>>[CH2:1]([CH2:2][CH2:3][CH3:4])[c:5]1[nH:6][c:7]2[cH:8][cH:9][c:10]([CH:16]([OH:17])[CH:19]=[CH2:20])[cH:11][c:12]2[c:13](=[O:15])[n:14]1. Reactants: C1N2CN3CN1CN(C2)C3 (hexamethylenetetramine), amine, C(C)(C)(C)C=1C=C(CO)C=C(C1O)C(C)(C)C (3,5-ditert.butyl-4-hydroxybenzyl alcohol). Run in initial filtrate. Product: C(C)(C)(C)C=1C=C(C=O)C=C(C1O)C(C)(C)C (3,5-ditert.butyl-4-hydroxybenzaldehyde). Isolated yield 92.1%. Reaction SMILES: C1N2CN3CN(C2)CN1C3.[C:11]([C:15]1[CH:16]=[C:17]([CH:20]=[C:21]([C:24]([CH3:27])([CH3:26])[CH3:25])[C:22]=1[OH:23])[CH2:18][OH:19])([CH3:14])([CH3:13])[CH3:12]>>[C:24]([C:21]1[CH:20]=[C:17]([CH:16]=[C:15]([C:11]([CH3:14])([CH3:13])[CH3:12])[C:22]=1[OH:23])[CH:18]=[O:19])([CH3:27])([CH3:26])[CH3:25]. Procedure: A 12-liter reaction flask fitted as previously described was charged with 2280 ml (2477 g) of the initial filtrate from the above described reaction. With stirring, the reaction flask was charged with 106.5 g (0.76 mole) of hexamethylenetetramine. As the amine dissolved, there was a small exothermic response. To this solution was added 179.6 g (0.76 mole) of 3,5-ditert.butyl-4-hydroxybenzyl alcohol. There was no apparent reaction and when external heating had increased the pot temperature to 65°... The solvent is CN(C=O)C (N,N-dimethylformamide), CN(C=O)C (N,N-dimethylformamide). The yield is 38.3%. Procedure details: 4-Biphenyl-carbonyl chloride (1.19 g) dissolved in N,N-dimethylformamide (10 mL) was added dropwise to an ice cooled solution of 5,11-dihydro-10H-dibenzo[b,e][1,4]diazepine (0.98 g) in N,N-dimethylformamide (10 mL). After stirring at room temperature overnight, the reaction mixture was poured into water and dichloromethane. The organic layer was sequentially washed with water and saturated sodium bicarbonate, and dried over anhydrous sodium sulfate. The solution was filtered through a short colu... Reaction conditions: time 8 hour. As a reaction SMILES: [C:1]1([C:10]2[CH:15]=[CH:14][CH:13]=[CH:12][CH:11]=2)[CH:6]=[CH:5][C:4]([C:7](Cl)=[O:8])=[CH:3][CH:2]=1.[CH:16]1[C:26]2[CH2:25][NH:24][C:23]3[CH:27]=[CH:28][CH:29]=[CH:30][C:22]=3[NH:21][C:20]=2[CH:19]=[CH:18][CH:17]=1.O.ClCCl>CN(C)C=O>[C:1]1([C:10]2[CH:15]=[CH:14][CH:13]=[CH:12][CH:11]=2)[CH:6]=[CH:5][C:4]([C:7]([N:24]2[CH2:25][C:26]3[CH:16]=[CH:17][CH:18]=[CH:19][C:20]=3[NH:21][C:22]3[CH:30]=[CH:29][CH:28]=[CH:27][C:23]2=3)=[O:8])=[CH:3][CH:2]=1. Starting materials: ice, C1=CC=CC=2NC3=C(NCC21)C=CC=C3 (5,11-dihydro-10H-dibenzo[b,e][1,4]diazepine), C1(=CC=C(C=C1)C(=O)Cl)C1=CC=CC=C1 (4-Biphenyl-carbonyl chloride), O (water), ClCCl (dichloromethane). Product: C1(=CC=C(C=C1)C(=O)N1C2=C(NC3=C(C1)C=CC=C3)C=CC=C2)C2=CC=CC=C2 ([1,1′-Biphenyl]-4-yl-(5,11-dihydro-10H-dibenzo[b,e][1,4]diazepin-10-yl)methanone). Starting materials: CCOCC, COC(=O)c1cccc(S)c1, FC(F)(F)C(F)(I)C(F)(F)F, [H-], [Na+], CN(C)C=O. Yields the product COC(=O)c1cccc(SC(F)(C(F)(F)F)C(F)(F)F)c1. Reaction SMILES: [CH2:30]([O:31][CH2:32][CH3:33])[CH3:34].[CH3:1][O:2][C:3]([c:4]1[cH:5][c:6]([SH:10])[cH:7][cH:8][cH:9]1)=[O:11].[F:14][C:15]([C:16]([F:17])([F:18])[F:19])([C:20]([F:21])([F:22])[F:23])[I:24].[H-:13].[Na+:12].[O:25]=[CH:26][N:27]([CH3:28])[CH3:29]>>[CH3:1][O:2][C:3]([c:4]1[cH:5][c:6]([S:10][C:15]([F:14])([C:16]([F:17])([F:18])[F:19])[C:20]([F:21])([F:22])[F:23])[cH:7][cH:8][cH:9]1)=[O:11]. The reactants are CC(=O)Cl, CCN(C(C)C)C(C)C, ClCCl, COc1c(C)cc(C2(c3ccc(N)cc3)C(=O)N(Cc3ccccc3Cl)c3ccccc32)cc1C. Product: COc1c(C)cc(C2(c3ccc(NC(C)=O)cc3)C(=O)N(Cc3ccccc3Cl)c3ccccc32)cc1C. As a reaction SMILES: [CH3:45][C:46]([Cl:47])=[O:48].[CH:36]([N:37]([CH2:38][CH3:39])[CH:40]([CH3:41])[CH3:42])([CH3:43])[CH3:44].[Cl:49][CH2:50][Cl:51].[NH2:1][c:2]1[cH:3][cH:4][c:5]([C:8]2([c:26]3[cH:27][c:28]([CH3:35])[c:29]([O:33][CH3:34])[c:30]([CH3:32])[cH:31]3)[C:9](=[O:25])[N:10]([CH2:17][c:18]3[c:19]([Cl:24])[cH:20][cH:21][cH:22][cH:23]3)[c:11]3[cH:12][cH:13][cH:14][cH:15][c:16]32)[cH:6][cH:7]1>>[NH:1]([c:2]1[cH:3][cH:4][c:5]([C:8]2([c:26]3[cH:27][c:28]([CH3:35])[c:29]([O:33][CH3:34])[c:30]([CH3:32])[cH:31]3)[C:9](=[O:25])[N:10]([CH2:17][c:18]3[c:19]([Cl:24])[cH:20][cH:21][cH:22][cH:23]3)[c:11]3[cH:12][cH:13][cH:14][cH:15][c:16]32)[cH:6][cH:7]1)[C:46]([CH3:45])=[O:48]. Reactants: [BH4-].[Na+] (sodium borohydride), FCC(=O)CC1=CN=CN1S(=O)(=O)C1=CC=C(C)C=C1 (1-tosyl-5-imidazolylmethyl fluoromethyl ketone), Cl (HCl). The solvent is CO (methanol). The product is FCC(CC1=CN=CN1S(=O)(=O)C1=CC=C(C)C=C1)O (3-fluoro-1-(1-tosyl-5-imidazolyl)propan-2-ol). As a reaction SMILES: [F:1][CH2:2][C:3]([CH2:5][C:6]1[N:10]([S:11]([C:14]2[CH:20]=[CH:19][C:17]([CH3:18])=[CH:16][CH:15]=2)(=[O:13])=[O:12])[CH:9]=[N:8][CH:7]=1)=[O:4].[BH4-].[Na+].Cl>CO>[F:1][CH2:2][CH:3]([OH:4])[CH2:5][C:6]1[N:10]([S:11]([C:14]2[CH:15]=[CH:16][C:17]([CH3:18])=[CH:19][CH:20]=2)(=[O:13])=[O:12])[CH:9]=[N:8][CH:7]=1 |f:1.2|. Procedure details: A solution of 20 mmole of 1-tosyl-5-imidazolylmethyl fluoromethyl ketone in 25 ml of methanol cooled to -10° C. is treated with 30 mg of sodium borohydride. After two hours at from -10° to 0° C. the reaction mixture is neutralized with 6 M HCl and concentrated under vacuo. The residue is extracted several times with chloroform. Evaporation of the solvent affords an oil which is purified by distillation under high vacuum to give 3-fluoro-1-(1-tosyl-5-imidazolyl)propan-2-ol. A solution of 2 g of 3... Reactants: CCOC(=O)c1nc2c(C#N)c(C)c(-c3ccccc3)c(F)c2o1, C[Al](C)C, CCCCCC, [Cl-], ClCCl, Cl, [NH4+], O. Product: Cc1c(-c2ccccc2)c(F)c2oc(C(N)=O)nc2c1C#N. RXN SMILES: [C:13](#[N:14])[c:15]1[c:16]([CH3:36])[c:17](-[c:30]2[cH:31][cH:32][cH:33][cH:34][cH:35]2)[c:18]([F:29])[c:19]2[c:20]1[n:21][c:22]([C:24]([O:26][CH2:25][CH3:27])=[O:28])[o:23]2.[CH3:1][Al:2]([CH3:3])[CH3:4].[CH3:5][CH2:6][CH2:7][CH2:8][CH2:9][CH3:10].[Cl-:11].[Cl:39][CH2:40][Cl:41].[ClH:37].[NH4+:12].[OH2:38]>>[NH2:12][C:24]([c:22]1[n:21][c:20]2[c:15]([C:13]#[N:14])[c:16]([CH3:36])[c:17](-[c:30]3[cH:31][cH:32][cH:33][cH:34][cH:35]3)[c:18]([F:29])[c:19]2[o:23]1)=[O:26]. Starting materials: BrBr, CC(=O)O, [Na+], COC(=O)c1sccc1O, O=S([O-])O. The product is COC(=O)c1scc(Br)c1O. As a reaction SMILES: [Br:11][Br:12].[CH3:18][C:19](=[O:20])[OH:21].[Na+:17].[OH:1][c:2]1[c:3]([C:7](=[O:8])[O:9][CH3:10])[s:4][cH:5][cH:6]1.[S:13](=[O:14])([OH:15])[O-:16]>>[OH:1][c:2]1[c:3]([C:7](=[O:8])[O:9][CH3:10])[s:4][cH:5][c:6]1[Br:11].